This data is from the Open Reaction Database (ORD), a public repository of structured organic reaction records. The task is: describe an organic reaction: reactants, conditions, products, and yield Reactants: C1(=CC=CC=C1)C1(CCN(CC1)C(=O)OC(C)(C)C)COCC=1C=CC=C2C=NN(C12)COCC[Si](C)(C)C (tert-Butyl 4-phenyl-4-(((1-((2-(trimethylsilyl)ethoxy)methyl)-1H-indazol-7-yl)methoxy)methyl)piperidine-1-carboxylate), FC(C(=O)O)(F)F.C(Cl)Cl (trifluoroacetic acid methylene chloride). Product: C1(=CC=CC=C1)C1(CCNCC1)COCC=1C=CC=C2C=NNC12 (7-(((4-Phenylpiperidin-4-yl)methoxy)methyl)-1H-indazole). RXN SMILES: [C:1]1([C:7]2([CH2:20][O:21][CH2:22][C:23]3[CH:24]=[CH:25][CH:26]=[C:27]4[C:31]=3[N:30](COCC[Si](C)(C)C)[N:29]=[CH:28]4)[CH2:12][CH2:11][N:10](C(OC(C)(C)C)=O)[CH2:9][CH2:8]2)[CH:6]=[CH:5][CH:4]=[CH:3][CH:2]=1.FC(F)(F)C(O)=O.C(Cl)Cl>>[C:1]1([C:7]2([CH2:20][O:21][CH2:22][C:23]3[CH:24]=[CH:25][CH:26]=[C:27]4[C:31]=3[NH:30][N:29]=[CH:28]4)[CH2:12][CH2:11][NH:10][CH2:9][CH2:8]2)[CH:6]=[CH:5][CH:4]=[CH:3][CH:2]=1 |f:1.2|. Procedure: tert-Butyl 4-phenyl-4-(((1-((2-(trimethylsilyl)ethoxy)methyl)-1H-indazol-7-yl)methoxy)methyl)piperidine-1-carboxylate (34 mg, 0.06 mmol) was treated with a trifluoroacetic acid/methylene chloride mixture (1:1, 2 mL) for 4 h. The solvent was removed in vacuo and the resulting crude mixture passed through a strong cation exchange column. After washing the column with several volumes of methanol, the product was eluted by washing the column with 2 M ammonia in methanol. The solvent was evaporated a... Starting materials: C(C)(C)(C)OC(=O)N[C@H](C(=O)OC)CI ((R)-Methyl 2-(tert-butoxycarbonylamino)-3-iodopropanoate), COC=1C=CC=C(C1C=2C=CC=CC2P(C3CCCCC3)C4CCCCC4)OC (S—Phos), BrC1=CC(=NC=C1)OC (4-bromo-2-methoxypyridine), II (iodine). Reagents/catalysts: C=1C=CC(=CC1)/C=C/C(=O)/C=C/C2=CC=CC=C2.C=1C=CC(=CC1)/C=C/C(=O)/C=C/C2=CC=CC=C2.C=1C=CC(=CC1)/C=C/C(=O)/C=C/C2=CC=CC=C2.[Pd].[Pd] (Pd2(dba)3), [Zn] (zinc). Run in O (water), CCOC(=O)C (EtOAc), CN(C)C=O (DMF). Run at time 0.5 hour. The product is C(C)(C)(C)OC(=O)N[C@H](C(=O)OC)CC1=CC(=NC=C1)OC ((S)-methyl 2-(tert-butoxycarbonylamino)-3-(2-methoxypyridin-4-yl)propanoate). Yield: 73.0%. RXN SMILES: [C:1]([O:5][C:6]([NH:8][C@@H:9]([CH2:14]I)[C:10]([O:12][CH3:13])=[O:11])=[O:7])([CH3:4])([CH3:3])[CH3:2].II.COC1C=CC=C(OC)C=1C1C=CC=CC=1P(C1CCCCC1)C1CCCCC1.Br[C:48]1[CH:53]=[CH:52][N:51]=[C:50]([O:54][CH3:55])[CH:49]=1>[Zn].C1C=CC(/C=C/C(/C=C/C2C=CC=CC=2)=O)=CC=1.C1C=CC(/C=C/C(/C=C/C2C=CC=CC=2)=O)=CC=1.C1C=CC(/C=C/C(/C=C/C2C=CC=CC=2)=O)=CC=1.[Pd].[Pd].O.CCOC(C)=O.CN(C=O)C>[C:1]([O:5][C:6]([NH:8][C@@H:9]([CH2:14][C:48]1[CH:53]=[CH:52][N:51]=[C:50]([O:54][CH3:55])[CH:49]=1)[C:10]([O:12][CH3:13])=[O:11])=[O:7])([CH3:4])([CH3:3])[CH3:2] |f:5.6.7.8.9|. Procedure: Dry DMF (30 mL) was added to zinc dust (2.78 g, 42.6 mmol) in a flame dried bottom flask under N2. (R)-Methyl 2-(tert-butoxycarbonylamino)-3-iodopropanoate (3.85 g, 11.7 mmol) was added followed by a catalytic amount of iodine (1.06 g, 0.10 mmol). The mixture was stirred at ambient temperature for 0.5 h. Pd2(dba)3 (487 mg, 0.050 mmol), S—Phos (437 g, 0.100 mmol) and 4-bromo-2-methoxypyridine (2.00 g, 10.6 mmol) were added. The reaction mixture was heated at 60° C. for 6 h and then cooled to ambi...